The task is: describe an organic reaction: reactants, conditions, products, and yield. This data is from the Open Reaction Database (ORD), a public repository of structured organic reaction records. Procedure details: The title compound was prepared from the product of Example 65A and 3-pyridinylboronic acid according to General Method B: LC-MS Method B (ESI+) m/z 307.0 (M+H)+, retention time 1.54 minutes. The product is N1=CC(=CC(=C1)N1C2CN3CC(CC(C1)C3)C2)C=2C=NC=CC2 (4-(3,3′-bipyridin-5-yl)-1,4-diazatricyclo[4.3.1.13,8]undecane). Starting materials: BrC=1C=C(C=NC1)N1C2CN3CC(CC(C1)C3)C2 (4-(5-Bromopyridin-3-yl)-1,4-diazatricyclo[4.3.1.13,8]undecane), N1=CC(=CC=C1)B(O)O (3-pyridinylboronic acid). RXN SMILES: Br[C:2]1[CH:3]=[C:4]([N:8]2[CH2:16][CH:15]3[CH2:17][N:11]4[CH2:12][CH:13]([CH2:18][CH:9]2[CH2:10]4)[CH2:14]3)[CH:5]=[N:6][CH:7]=1.[N:19]1[CH:24]=[CH:23][CH:22]=[C:21](B(O)O)[CH:20]=1>>[N:6]1[CH:5]=[C:4]([N:8]2[CH2:16][CH:15]3[CH2:17][N:11]4[CH2:12][CH:13]([CH2:18][CH:9]2[CH2:10]4)[CH2:14]3)[CH:3]=[C:2]([C:21]2[CH:20]=[N:19][CH:24]=[CH:23][CH:22]=2)[CH:7]=1.